From a dataset of the Open Reaction Database (ORD), a public repository of structured organic reaction records. describe an organic reaction: reactants, conditions, products, and yield The reactants are CCCCCc1nc2cc(CCO)ccc2o1, C1CCOC1, CCOCC, Cl, [I-], [NH4+], c1ccc(P(c2ccccc2)c2ccccc2)cc1, c1c[nH]cn1. Yields the product CCCCCc1nc2cc(CCI)ccc2o1. Reaction SMILES: [CH2:1]([CH2:2][CH2:3][CH2:4][CH3:5])[c:6]1[o:7][c:8]2[c:9]([n:10]1)[cH:11][c:12]([CH2:15][CH2:16][OH:17])[cH:13][cH:14]2.[CH2:45]1[O:46][CH2:47][CH2:48][CH2:49]1.[CH3:50][CH2:51][O:52][CH2:53][CH3:54].[ClH:43].[I-:42].[NH4+:44].[c:18]1([P:19]([c:20]2[cH:21][cH:22][cH:23][cH:24][cH:25]2)[c:26]2[cH:27][cH:28][cH:29][cH:30][cH:31]2)[cH:32][cH:33][cH:34][cH:35][cH:36]1.[nH:37]1[cH:38][cH:39][n:40][cH:41]1>>[CH2:1]([CH2:2][CH2:3][CH2:4][CH3:5])[c:6]1[o:7][c:8]2[c:9]([n:10]1)[cH:11][c:12]([CH2:15][CH2:16][I:42])[cH:13][cH:14]2. The product is C(C)OCCNC(=O)C=1N=NC(=CC1)N1CCN(CC1)C(C1=C(C=CC=C1)C(F)(F)F)=O (6-[4-(2-TRIFLUOROMETHYLBENZOYL)PIPERAZIN-1-YL]PYRIDAZINE-3-CARBOXYLIC ACID (2-ETHOXYETHYL)AMIDE), powder. Procedure details: Following the procedure of Example 15, making variations only as required to use 6-chloropyridazine-3-carboxylic acid (2-ethoxyethyl)amide in place of 6-chloropyridazine-3-carboxylic acid (2-cyclopropyl-2-hydroxyethyl)amide to react with piperazin-1-yl-(2-trifluoromethylphenyl)methanone, the title compound was obtained as a white powder (24.8% yield). 1H NMR (500 MHz, CDCl3) δ 8.18, 8.07, 7.76, 7.65, 7.58, 7.38, 7.00, 4.07, 3.90, 3.83-3.65, 3.60, 3.52, 3.36, 1.20. MS (ES+) m/z 452 (M+1). Reaction SMILES: [CH2:1]([O:3][CH2:4][CH2:5][NH:6][C:7]([C:9]1[N:10]=[N:11][C:12](Cl)=[CH:13][CH:14]=1)=[O:8])[CH3:2].[N:16]1([C:22]([C:24]2[CH:29]=[CH:28][CH:27]=[CH:26][C:25]=2[C:30]([F:33])([F:32])[F:31])=[O:23])[CH2:21][CH2:20][NH:19][CH2:18][CH2:17]1>>[CH2:1]([O:3][CH2:4][CH2:5][NH:6][C:7]([C:9]1[N:10]=[N:11][C:12]([N:19]2[CH2:20][CH2:21][N:16]([C:22](=[O:23])[C:24]3[CH:29]=[CH:28][CH:27]=[CH:26][C:25]=3[C:30]([F:33])([F:31])[F:32])[CH2:17][CH2:18]2)=[CH:13][CH:14]=1)=[O:8])[CH3:2]. Starting materials: C(C)OCCNC(=O)C=1N=NC(=CC1)Cl (6-chloropyridazine-3-carboxylic acid (2-ethoxyethyl)amide), N1(CCNCC1)C(=O)C1=C(C=CC=C1)C(F)(F)F (piperazin-1-yl-(2-trifluoromethylphenyl)methanone). Isolated yield 24.8%. Reactants: [Br-], ClCCBr, O=C([O-])[O-], CCCC[N+](CCCC)(CCCC)CCCC, CC(C)=O, [I-], [K+], [K+], [K+], O=[N+]([O-])c1ccc(O)cc1. Yields the product O=[N+]([O-])c1ccc(OCCCl)cc1. RXN SMILES: [Br-:27].[Br:17][CH2:18][CH2:19][Cl:20].[C:11](=[O:12])([O-:13])[O-:14].[CH2:28]([N+:29]([CH2:30][CH2:31][CH2:32][CH3:33])([CH2:34][CH2:35][CH2:36][CH3:37])[CH2:38][CH2:39][CH2:40][CH3:41])[CH2:42][CH2:43][CH3:44].[CH3:23][C:24](=[O:25])[CH3:26].[I-:22].[K+:15].[K+:16].[K+:21].[N+:1](=[O:2])([O-:3])[c:4]1[cH:5][cH:6][c:7]([OH:10])[cH:8][cH:9]1>>[N+:1](=[O:2])([O-:3])[c:4]1[cH:5][cH:6][c:7]([O:10][CH2:18][CH2:19][Cl:20])[cH:8][cH:9]1. Starting materials: C(CCC)[Li] (n-butyllithium), C(CO)O (ethylene glycol), BrCC=C(C1=CC=CC=C1)C1=CC=CC=C1 (3-Bromo-1,1-diphenyl-1-propene). Run in O (Water), hexanes. Conditions: time 0.5 hour. Yields the product C1(=CC=CC=C1)C(=CCOCCO)C1=CC=CC=C1 (2-(3,3-diphenyl-2-propen-1-yloxy)ethanol). Isolated yield 62.0%. As a reaction SMILES: C([Li])CCC.[CH2:6]([OH:9])[CH2:7][OH:8].Br[CH2:11][CH:12]=[C:13]([C:20]1[CH:25]=[CH:24][CH:23]=[CH:22][CH:21]=1)[C:14]1[CH:19]=[CH:18][CH:17]=[CH:16][CH:15]=1>O>[C:14]1([C:13]([C:20]2[CH:21]=[CH:22][CH:23]=[CH:24][CH:25]=2)=[CH:12][CH2:11][O:8][CH2:7][CH2:6][OH:9])[CH:19]=[CH:18][CH:17]=[CH:16][CH:15]=1. Reported procedure: A solution of n-butyllithium in hexanes (7.3 ml, 2.5 M) was added drop-wise under a nitrogen atmosphere to ethylene glycol (20 ml) at 10° C. When addition was complete the mixture was stirred for 0.5 h at room temperature. 3-Bromo-1,1-diphenyl-1-propene (5.0 g, 18.3 mmol) was added and the reaction mixture was stirred at room temperature for 1 h, at 80° C. for 0.5 h and finally at room temperature for 3 h. Water (100 ml) was added and the mixture was extracted with ethyl acetate (100 ml). The ph... Starting materials: NC=1C=CC(=C(C1)NC(=O)NC(C1=C(C=C(C(=C1)F)F)Cl)=O)OC (1-(5-amino-2-methoxyphenyl)-3-(2-chloro-4,5-difluoro-benzoyl)urea), CN=C=O (methyl isocyanate). Solvent: C(C)#N (acetonitrile). Reaction conditions: time 1 hour. The product is ClC1=C(C(=O)NC(NC=2C=C(C=CC2OC)NC(=O)NC)=O)C=C(C(=C1)F)F (1-{3-[3-(2-Chloro-4,5-difluorobenzoyl)ureido]-4-methoxyphenyl}-3-methylurea). Isolated yield 90.9%. RXN SMILES: [NH2:1][C:2]1[CH:3]=[CH:4][C:5]([O:23][CH3:24])=[C:6]([NH:8][C:9]([NH:11][C:12](=[O:22])[C:13]2[CH:18]=[C:17]([F:19])[C:16]([F:20])=[CH:15][C:14]=2[Cl:21])=[O:10])[CH:7]=1.[CH3:25][N:26]=[C:27]=[O:28]>C(#N)C>[Cl:21][C:14]1[CH:15]=[C:16]([F:20])[C:17]([F:19])=[CH:18][C:13]=1[C:12]([NH:11][C:9](=[O:10])[NH:8][C:6]1[CH:7]=[C:2]([NH:1][C:27]([NH:26][CH3:25])=[O:28])[CH:3]=[CH:4][C:5]=1[O:23][CH3:24])=[O:22]. Reported procedure: 600 mg (1.7 mmol) of 1-(5-amino-2-methoxyphenyl)-3-(2-chloro-4,5-difluoro-benzoyl)urea were dissolved in 5 ml of acetonitrile, and 69 mg (1.7 mmol) of methyl isocyanate were added. After stirring at room temperature for one hour, the resulting precipitate was filtered off with suction. 638 mg (91%) of the desired product were obtained. Starting materials: [OH-].[K+] (potassium hydroxide), C(#N)C=1C=C2C=CNC2=CC1 (5-cyano-1H-indole), O.Cl.N1CCC(CC1)=O (4-piperidone hydrochloride monohydrate). Run in CO (methanol). The product is C(#N)C=1C=C2C(=CNC2=CC1)C1=CCNCC1 (5-cyano-3-(1,2,5,6-tetrahydropyridin-4-yl)-1H-indole). The yield is 60.0%. Reaction SMILES: [OH-].[K+].[C:3]([C:5]1[CH:6]=[C:7]2[C:11](=[CH:12][CH:13]=1)[NH:10][CH:9]=[CH:8]2)#[N:4].O.Cl.[NH:16]1[CH2:21][CH2:20][C:19](=O)[CH2:18][CH2:17]1>CO>[C:3]([C:5]1[CH:6]=[C:7]2[C:11](=[CH:12][CH:13]=1)[NH:10][CH:9]=[C:8]2[C:19]1[CH2:20][CH2:21][NH:16][CH2:17][CH:18]=1)#[N:4] |f:0.1,3.4.5|. Procedure details: To a solution of 8.8 gm (157 mMol) potassium hydroxide in 85 mL methanol were added 8.15 gm (57.33 mMol) 5-cyano-1H-indole and 7.86 gm (51.17 mMol) 4-piperidone hydrochloride monohydrate. The resulting mixture was heated to reflux for 48 hours and was then allowed to cool to room temperature. The reaction mixture was concentrated under reduced pressure to about half volume and was then treated with 1M HCl until the pH of the solution was between 1 and 2. The resulting solution was extracted twic...